Dataset: the Open Reaction Database (ORD), a public repository of structured organic reaction records. Task: describe an organic reaction: reactants, conditions, products, and yield Starting materials: COc1cccc2c(C(=O)C(Cl)(Cl)Cl)c(C)[nH]c12, CO, Cl, [K+], [OH-]. Product: COC(=O)c1c(C)[nH]c2c(OC)cccc12. RXN SMILES: [CH3:1][c:2]1[nH:3][c:4]2[c:5]([O:17][CH3:18])[cH:6][cH:7][cH:8][c:9]2[c:10]1[C:11]([C:12]([Cl:13])([Cl:14])[Cl:15])=[O:16].[CH3:22][OH:23].[ClH:21].[K+:20].[OH-:19]>>[CH3:1][c:2]1[nH:3][c:4]2[c:5]([O:17][CH3:18])[cH:6][cH:7][cH:8][c:9]2[c:10]1[C:11]([O:16][CH3:22])=[O:19]. The reactants are Cl.CN1CCC2(CC1)C1=CC=CC=C1OC=1C(=CC=CC12)O (1'-Methyl-4-hydroxyxanthene-9-spiro-4'-piperidine hydrochloride), C(C)(=O)OC(C)=O (acetic anhydride). Run in N1=CC=CC=C1 (pyridine). Product: Cl.CN1CCC2(CC1)C1=CC=CC=C1OC=1C(=CC=CC12)OC(C)=O (1'-methyl-4-acetoxyxanthene-9-spiro-4'-piperidine hydrochloride). Reaction SMILES: [ClH:1].[CH3:2][N:3]1[CH2:8][CH2:7][C:6]2([C:21]3[CH:20]=[CH:19][CH:18]=[C:17]([OH:22])[C:16]=3[O:15][C:14]3[C:9]2=[CH:10][CH:11]=[CH:12][CH:13]=3)[CH2:5][CH2:4]1.[C:23](OC(=O)C)(=[O:25])[CH3:24]>N1C=CC=CC=1>[ClH:1].[CH3:2][N:3]1[CH2:4][CH2:5][C:6]2([C:21]3[CH:20]=[CH:19][CH:18]=[C:17]([O:22][C:23](=[O:25])[CH3:24])[C:16]=3[O:15][C:14]3[C:9]2=[CH:10][CH:11]=[CH:12][CH:13]=3)[CH2:7][CH2:8]1 |f:0.1,4.5|. Procedure details: 1'-Methyl-4-hydroxyxanthene-9-spiro-4'-piperidine hydrochloride (0.3 g.) in dry pyridine (10 ml.) is treated with excess acetic anhydride for 12 hours at room temperature. Pyridine and acetic anhydride are removed in vacuo and the residue dissolved in chloroform and treated with ethereal hydrochloric acid. The solvent is removed and the residue recrystallised from isopropanol-light petroleum to give 1'-methyl-4-acetoxyxanthene-9-spiro-4'-piperidine hydrochloride, m.p. 216°-220° C. The reactants are C(C)(=O)OC=1C=C(C=CC1[N+](=O)[O-])CC(=O)NC=1C=CC(=NC1)C(CC(=O)OCC)C ((RS) ethyl 3-{5-[2-(3-acetoxy-4-nitrophenyl)-acetylamino]-pyridin-2-yl}-butanoate), [OH-].[Na+] (sodium hydroxide). Solvent: CO (methanol), O (water). Reaction conditions: temperature 50 celsius. Yields the product OC=1C=C(C=CC1[N+](=O)[O-])CC(=O)NC=1C=CC(=NC1)C(CC(=O)O)C ((RS) 3-{5-[2-(3-Hydroxy-4-nitrophenyl)-acetylamino]-pyridin-2-yl}-butanoic acid). Isolated yield 40.6%. RXN SMILES: C([O:4][C:5]1[CH:6]=[C:7]([CH2:14][C:15]([NH:17][C:18]2[CH:19]=[CH:20][C:21]([CH:24]([CH3:31])[CH2:25][C:26]([O:28]CC)=[O:27])=[N:22][CH:23]=2)=[O:16])[CH:8]=[CH:9][C:10]=1[N+:11]([O-:13])=[O:12])(=O)C.[OH-].[Na+]>CO.O>[OH:4][C:5]1[CH:6]=[C:7]([CH2:14][C:15]([NH:17][C:18]2[CH:19]=[CH:20][C:21]([CH:24]([CH3:31])[CH2:25][C:26]([OH:28])=[O:27])=[N:22][CH:23]=2)=[O:16])[CH:8]=[CH:9][C:10]=1[N+:11]([O-:13])=[O:12] |f:1.2|. Procedure: A solution of (RS) ethyl 3-{5-[2-(3-acetoxy-4-nitrophenyl)-acetylamino]-pyridin-2-yl}-butanoate (6.18 g, Reference Example 27) in methanol (100 mL) was treated with a solution of sodium hydroxide (3.5 g) in water (20 mL). The mixture was heated at 50° C. for 5 hours and then evaporated. The residue was dissolved in water and the resulting solution was washed with ethyl acetate, then acidified to pH 5 by addition of glacial acetic acid and then extracted with ethyl acetate. The extracts were wash... Starting materials: CN(C(C)=NC(=S)C=1C=NC(=CC1)N1CCN(CC1)C1=CC(=CC=C1)C(F)(F)F)C (N-[1-(dimethylamino)ethylidene]-6-[4-[3-(trifluoromethyl)phenyl]-1-piperazinyl]-3-pyridinecarbothioamide), N1=CC=CC=C1 (pyridine), NOS(=O)(=O)O (hydroxylamine-O-sulfonic acid). Run in C(C)O (ethanol), CO (methanol). Conditions: time 90 minute. Product: CC1=NSC(=N1)C=1C=CC(=NC1)N1CCN(CC1)C1=CC(=CC=C1)C(F)(F)F (1-[5-(3-methyl-1,2,4-thiadiazol-5-yl)-2-pyridinyl]-4-[3-(trifluoromethyl)-phenyl]-piperazine). Isolated yield 34.5%. As a reaction SMILES: NOS(O)(=O)=O.C[N:8](C)[C:9](=[N:11][C:12]([C:14]1[CH:15]=[N:16][C:17]([N:20]2[CH2:25][CH2:24][N:23]([C:26]3[CH:31]=[CH:30][CH:29]=[C:28]([C:32]([F:35])([F:34])[F:33])[CH:27]=3)[CH2:22][CH2:21]2)=[CH:18][CH:19]=1)=[S:13])[CH3:10].N1C=CC=CC=1>CO.C(O)C>[CH3:10][C:9]1[N:11]=[C:12]([C:14]2[CH:19]=[CH:18][C:17]([N:20]3[CH2:25][CH2:24][N:23]([C:26]4[CH:31]=[CH:30][CH:29]=[C:28]([C:32]([F:35])([F:34])[F:33])[CH:27]=4)[CH2:22][CH2:21]3)=[N:16][CH:15]=2)[S:13][N:8]=1. Procedure details: A mixture of hydroxylamine-O-sulfonic acid (0.011 mol) in methanol (15 ml) was added at once to a mixture of intermediate 5 (0.01 mol) and pyridine (0.02 mol) in ethanol (40 ml). The mixture was stirred at room temperature for 90 minutes. The solvent was evaporated. The residue was dissolved in DCM, washed with water and an aqueous NaOH 0.1N solution, dried, filtered and the solvent was evaporated. The residue was taken up in methanol, filtered off and dried. The residue was taken up in acetonit... Reactants: O (water), [H-].[Na+] (Sodium hydride), C[C@H]1N(CC[C@H](C1)O)[C@H](C)C1=CC=CC=C1 ((2R,4R)-2-methyl-1-((R)-1-phenylethyl)piperidin-4-ol), IC (iodomethane). The solvent is CN(C)C=O (DMF). Conditions: time 15 minute. The product is CO[C@H]1C[C@H](N(CC1)[C@H](C)C1=CC=CC=C1)C ((2R,4R)-4-Methoxy-2-methyl-1-((R)-1-phenylethyl)piperidine). Reaction SMILES: [H-].[Na+].[CH3:3][C@@H:4]1[CH2:9][C@H:8]([OH:10])[CH2:7][CH2:6][N:5]1[C@@H:11]([C:13]1[CH:18]=[CH:17][CH:16]=[CH:15][CH:14]=1)[CH3:12].I[CH3:20].O>CN(C=O)C>[CH3:20][O:10][C@@H:8]1[CH2:7][CH2:6][N:5]([C@@H:11]([C:13]2[CH:14]=[CH:15][CH:16]=[CH:17][CH:18]=2)[CH3:12])[C@H:4]([CH3:3])[CH2:9]1 |f:0.1|. Procedure details: Sodium hydride (710 mg, 17.7 mmol; 60% dispersion in mineral oil) was added to a solution of (2R,4R)-2-methyl-1-((R)-1-phenylethyl)piperidin-4-ol (1.95 g, 8.87 mmol) in DMF (47 mL) at 0° C. After 15 min, iodomethane (666 μL, 10.7 mmol) was added and the solution was allowed to warm to room temperature. After 1 h, water was slowly added at 0° C. The aqueous phase was extracted with a 4:1 mixture of EtOAc/n-heptane (3×). The combined organic layers were washed with brine (3×), dried over anhydrous... Starting materials: ClC1=CC=CC=2CC3=C(C(N(C3)[C@H](C(=O)O)CC(C)C)=O)OC12 ((S)-2-(5-chloro-3-oxo-3,9-dihydro-1H-chromeno[2,3-c]pyrrol-2-yl)-4-methyl-pentanoic acid), COC(C1=CN=C(C=C1)N)=O (6-aminonicotinic acid methylester), N-ethyl-N-dimethyaminopropyl carbodiimide hydrochloride, ON1N=NC2=C1C=CC=C2 (N-hydroxybenzotriazole). Solvent: C(Cl)Cl (methylene chloride), O (water). Yields the product COC(C1=CN=C(C=C1)NC([C@H](CC(C)C)N1C(C2=C(C1)CC=1C=CC=C(C1O2)Cl)=O)=O)=O (6-[(S)-2-(5-chloro-3-oxo-3,9-dihydro-1H-chromeno[2,3-c]pyrrol-2-yl)-4-methyl-pentanoyl-amino]-nicotinic acid methyl ester). Isolated yield 33.1%. As a reaction SMILES: [Cl:1][C:2]1[C:23]2[O:22][C:9]3[C:10](=[O:21])[N:11]([C@@H:13]([CH2:17][CH:18]([CH3:20])[CH3:19])[C:14](O)=[O:15])[CH2:12][C:8]=3[CH2:7][C:6]=2[CH:5]=[CH:4][CH:3]=1.[CH3:24][O:25][C:26](=[O:34])[C:27]1[CH:32]=[CH:31][C:30]([NH2:33])=[N:29][CH:28]=1.ON1C2C=CC=CC=2N=N1>C(Cl)Cl.O>[CH3:24][O:25][C:26](=[O:34])[C:27]1[CH:32]=[CH:31][C:30]([NH:33][C:14](=[O:15])[C@@H:13]([N:11]2[CH2:12][C:8]3[CH2:7][C:6]4[CH:5]=[CH:4][CH:3]=[C:2]([Cl:1])[C:23]=4[O:22][C:9]=3[C:10]2=[O:21])[CH2:17][CH:18]([CH3:20])[CH3:19])=[N:29][CH:28]=1. Procedure: A solution of (S)-2-(5-chloro-3-oxo-3,9-dihydro-1H-chromeno[2,3-c]pyrrol-2-yl)-4-methyl-pentanoic acid (100 mg, 0.27 mmol), commercially available 6-aminonicotinic acid methylester (109 mg, 0.71 mmol), N-ethyl-N-dimethyaminopropyl carbodiimide hydrochloride (EDCI. HCl) (125 mg, 0.66 mmol), and N-hydroxybenzotriazole (HOBt) (88 mg, 0.66 mmol) in methylene chloride (5 mL) was stirred for 16 hours at 25° C. The reaction mixture was diluted with water and extracted with ethyl acetate (3×). The combi... Reactants: ClC1=C(C=CC(=C1)F)S(=O)(=O)[C@@H]1C[C@H](NC1)C(=O)NC1(CC1)C#N ((2S,4R)-4-(2-chloro-4-fluorophenylsulfonyl)-N-(1-cyanocyclopropyl)pyrrolidine-2-carboxamide), Cl.N1(CCCCC1)C1(CC1)C(=O)O (1-(piperidin-1-yl)cyclopropanecarboxylic acid hydrochloride). Yields the product ClC1=C(C=CC(=C1)F)S(=O)(=O)[C@@H]1C[C@H](N(C1)C(=O)C1(CC1)N1CCCCC1)C(=O)NC1(CC1)C#N ((2S,4R)-4-(2-chloro-4-fluorophenylsulfonyl)-N-(1-cyanocyclopropyl)-1-(1-(piperidin-1-yl)cyclopropanecarbonyl)pyrrolidine-2-carboxamide). Isolated yield 49.0%. RXN SMILES: [Cl:1][C:2]1[CH:7]=[C:6]([F:8])[CH:5]=[CH:4][C:3]=1[S:9]([C@H:12]1[CH2:16][NH:15][C@H:14]([C:17]([NH:19][C:20]2([C:23]#[N:24])[CH2:22][CH2:21]2)=[O:18])[CH2:13]1)(=[O:11])=[O:10].Cl.[N:26]1([C:32]2([C:35](O)=[O:36])[CH2:34][CH2:33]2)[CH2:31][CH2:30][CH2:29][CH2:28][CH2:27]1>>[Cl:1][C:2]1[CH:7]=[C:6]([F:8])[CH:5]=[CH:4][C:3]=1[S:9]([C@H:12]1[CH2:16][N:15]([C:35]([C:32]2([N:26]3[CH2:31][CH2:30][CH2:29][CH2:28][CH2:27]3)[CH2:33][CH2:34]2)=[O:36])[C@H:14]([C:17]([NH:19][C:20]2([C:23]#[N:24])[CH2:22][CH2:21]2)=[O:18])[CH2:13]1)(=[O:10])=[O:11] |f:1.2|. Procedure details: The reaction of (2S,4R)-4-(2-chloro-4-fluorophenylsulfonyl)-N-(1-cyanocyclopropyl)pyrrolidine-2-carboxamide 7A with 1-(piperidin-1-yl)cyclopropanecarboxylic acid hydrochloride 16A carried out according to the general procedure L yielded (2S,4R)-4-(2-chloro-4-fluorophenylsulfonyl)-N-(1-cyanocyclopropyl)-1-(1-(piperidin-1-yl)cyclopropanecarbonyl)pyrrolidine-2-carboxamide as a light brown solid (49%). MS ISP (m/e): 523.4/525.3 (100/47) [(M+H)]+. Starting materials: C(C1=CC=CC=C1)SC1=NN2C(=NC(=C(C2=O)C)O)S1 (2-benzylthio-7-hydroxy-6-methyl-5H-1,3,4-thiadiazolo[3,2-a]pyrimidin-5-one), P(Cl)(Cl)(Cl)(Cl)Cl (phosphorus pentachloride), P(=O)(Cl)(Cl)Cl (phosphorus oxychloride). Conditions: time 1.5 hour. The product is C(C1=CC=CC=C1)SC1=NN2C(=NC(=C(C2=O)C)Cl)S1 (2-benzylthio-7chloro-6-methyl-5H-1,3,4-thiadiazolo[3,2-a]pyrimidin-5-one). Isolated yield 72.0%. As a reaction SMILES: [CH2:1]([S:8][C:9]1[S:20][C:12]2=[N:13][C:14](O)=[C:15]([CH3:18])[C:16](=[O:17])[N:11]2[N:10]=1)[C:2]1[CH:7]=[CH:6][CH:5]=[CH:4][CH:3]=1.P(Cl)(Cl)(Cl)(Cl)[Cl:22].P(Cl)(Cl)(Cl)=O>>[CH2:1]([S:8][C:9]1[S:20][C:12]2=[N:13][C:14]([Cl:22])=[C:15]([CH3:18])[C:16](=[O:17])[N:11]2[N:10]=1)[C:2]1[CH:7]=[CH:6][CH:5]=[CH:4][CH:3]=1. Procedure details: A mixture of 18.3 g of the thus obtained 2-benzylthio-7-hydroxy-6-methyl-5H-1,3,4-thiadiazolo[3,2-a]pyrimidin-5-one, 13.1 g of phosphorus pentachloride and 36.8 g phosphorus oxychloride was stirred at 85°-95° C. for 1.5 hours. Thereafter, the reaction mixture was concentrated under reduced pressure, and the residue was dissolved in toluene. The organic layer was washed with an aqueous potassium carbonate solution and water respectively, and dried over anhydrous sodium sulfate. The solvent was di... The reactants are [H-].[Al+3].[Li+].[H-].[H-].[H-] (lithium aluminum hydride), N1(CCOCC1)CC1COC2=C(N1N=O)C=CC=C2 ((-)-3-(4 -morpholinylmethyl)-4-nitroso-3,4-dihydro-2H-1,4-benzoxazine). The solvent is C1CCOC1 (THF). Conditions: temperature 0 celsius, time 1 hour. Yields the product N1(CCOCC1)CC1COC2=C(N1N)C=CC=C2 ((-)-3-(4-morpholinylmethyl)-4-amino-3,4-dihydro-2H-1,4-benzoxazine). Reaction SMILES: [H-].[Al+3].[Li+].[H-].[H-].[H-].[N:7]1([CH2:13][CH:14]2[N:19]([N:20]=O)[C:18]3[CH:22]=[CH:23][CH:24]=[CH:25][C:17]=3[O:16][CH2:15]2)[CH2:12][CH2:11][O:10][CH2:9][CH2:8]1>C1COCC1>[N:7]1([CH2:13][CH:14]2[N:19]([NH2:20])[C:18]3[CH:22]=[CH:23][CH:24]=[CH:25][C:17]=3[O:16][CH2:15]2)[CH2:12][CH2:11][O:10][CH2:9][CH2:8]1 |f:0.1.2.3.4.5|. Procedure details: To a suspension of 56 g of lithium aluminum hydride in 500 ml of THF was added the (-)-3-(4 -morpholinylmethyl)-4-nitroso-3,4-dihydro-2H-1,4-benzoxazine described above while cooling the reaction mixture to 0° C. with an external cooling bath. When addition was complete the cooling bath was removed, the reaction mixture was stirred for one hour at ambient temperature, cooled again to 0° C. and the excess hydride carefully quenched by the dropwise addition of 5 ml of water, followed by 8 ml of 10...